From a dataset of the Open Reaction Database (ORD), a public repository of structured organic reaction records. describe an organic reaction: reactants, conditions, products, and yield The reactants are C(=O)C1=C(SC=C1)B(O)O (3-formylthiophen-2-ylboronic acid), [BH4-].[Na+] (sodium tetrahydroborate), OCC1=C(SC=C1)C1=CN=C2C(=N1)N(C(N2)=O)CC2CCOCC2 (6-(3-(Hydroxymethyl)thiophen-2-yl)-1-((tetrahydro-2H-pyran-4-yl)methyl)-1H-imidazo[4,5-b]pyrazin-2(3H)-one), BrC1=CN=C2C(=N1)N(C(N2)=O)CC2CCOCC2 (6-Bromo-1-((tetrahydro-2H-pyran-4-yl)methyl)-1H-imidazo[4,5-b]pyrazin-2(3H)-one), C([O-])([O-])=O.[K+].[K+] (potassium carbonate). Reagents/catalysts: C1=CC=C(C=C1)P([C-]2C=CC=C2)C3=CC=CC=C3.C1=CC=C(C=C1)P([C-]2C=CC=C2)C3=CC=CC=C3.Cl[Pd]Cl.[Fe+2] (dichloro[1,1′-bis(diphenylphosphino)ferrocene]palladium). Solvent: CO (methanol), O (water), O1CCOCC1 (1,4-dioxane). Reaction conditions: temperature 25 celsius, time 10 minute. The product is OCCOC1=C(SC=C1)C1=CN=C2C(=N1)N(C(N2)=O)CC2CCOCC2 (6-(3-(HYDROXYETHOXY)THIOPHEN-2-YL)-1-((TETRAHYDRO-2H-PYRAN-4-YL)METHYL)-1H-IMIDAZO[4,5-B]PYRAZIN-2(3H)-ONE). The yield is 40.4%. RXN SMILES: OC[C:3]1[CH:7]=[CH:6][S:5][C:4]=1[C:8]1[N:13]=[C:12]2[N:14]([CH2:18][CH:19]3[CH2:24][CH2:23][O:22][CH2:21][CH2:20]3)[C:15](=[O:17])[NH:16][C:11]2=[N:10][CH:9]=1.[CH:25]([C:27]1C=CSC=1B(O)O)=[O:26].[BH4-].[Na+].BrC1N=C2N(CC3CCOCC3)C(=[O:47])NC2=NC=1.C(=O)([O-])[O-].[K+].[K+]>CO.C1C=CC(P(C2C=CC=CC=2)[C-]2C=CC=C2)=CC=1.C1C=CC(P(C2C=CC=CC=2)[C-]2C=CC=C2)=CC=1.Cl[Pd]Cl.[Fe+2].O.O1CCOCC1>[OH:26][CH2:25][CH2:27][O:47][C:3]1[CH:7]=[CH:6][S:5][C:4]=1[C:8]1[N:13]=[C:12]2[N:14]([CH2:18][CH:19]3[CH2:24][CH2:23][O:22][CH2:21][CH2:20]3)[C:15](=[O:17])[NH:16][C:11]2=[N:10][CH:9]=1 |f:2.3,5.6.7,9.10.11.12|. Procedure: 6-(3-(Hydroxymethyl)thiophen-2-yl)-1-((tetrahydro-2H-pyran-4-yl)methyl)-1H-imidazo[4,5-b]pyrazin-2(3H)-one. To a solution of 3-formylthiophen-2-ylboronic acid (0.156 g, 1 mmol) in methanol (2 mL) was added sodium tetrahydroborate (0.378 g, 10.00 mmol). The mixture was stirred at 25° C. for 10 min. 6-Bromo-1-((tetrahydro-2H-pyran-4-yl)methyl)-1H-imidazo[4,5-b]pyrazin-2(3H)-one (See Example 101.B) (0.157 g, 0.500 mmol), dichloro[1,1′-bis(diphenylphosphino)ferrocene]palladium (II) dichloromethane (... Reactants: CC(C)(C)OC(=O)N1CCNCC1, CN(C)C(=O)Cl, ClCCl, C1CCOC1. Product: CN(C)C(=O)N1CCN(C(=O)OC(C)(C)C)CC1. Reaction SMILES: [C:1](=[O:2])([O:3][C:4]([CH3:5])([CH3:6])[CH3:7])[N:8]1[CH2:9][CH2:10][NH:11][CH2:12][CH2:13]1.[CH3:14][N:15]([C:16](=[O:17])[Cl:18])[CH3:19].[Cl:25][CH2:26][Cl:27].[O:20]1[CH2:21][CH2:22][CH2:23][CH2:24]1>>[C:1](=[O:2])([O:3][C:4]([CH3:5])([CH3:6])[CH3:7])[N:8]1[CH2:9][CH2:10][N:11]([C:16]([N:15]([CH3:14])[CH3:19])=[O:17])[CH2:12][CH2:13]1.